Task: describe an organic reaction: reactants, conditions, products, and yield. Dataset: the Open Reaction Database (ORD), a public repository of structured organic reaction records The reactants are ClC=1C=CC=2C(C3=C(NC(C=4N3C=CN4)=O)C2C1)=NO (7-chloro-10-hydroxyimino-5H,10H-imidazo[1,2-a]indeno[1,2-e]-pyrazin-4-one), C(C)(=O)[O-].[NH4+] (ammonium acetate), N (ammonia), Cl (hydrochloric acid). The reagents and catalysts are [Zn] (zinc). The solvent is C(C)O (ethanol). Run at time 24 hour. The product is O.O.O.Cl.Cl.NC1C=2C=CC(=CC2C=2NC(C=3N(C21)C=CN3)=O)Cl (10-amino-7-chloro-5H,10H-imidazo[1,2-a]indeno[1,2-e]-pyrazin-4-one dihydrochloride trihydrate). As a reaction SMILES: [Cl:1][C:2]1[CH:3]=[CH:4][C:5]2[C:6](=[N:19]O)[C:7]3[N:12]4[CH:13]=[CH:14][N:15]=[C:11]4[C:10](=[O:16])[NH:9][C:8]=3[C:17]=2[CH:18]=1.C([O-])(=[O:23])C.[NH4+].N.[ClH:27]>C(O)C.[Zn]>[OH2:16].[OH2:23].[OH2:16].[ClH:1].[ClH:27].[NH2:19][CH:6]1[C:7]2[N:12]3[CH:13]=[CH:14][N:15]=[C:11]3[C:10](=[O:16])[NH:9][C:8]=2[C:17]2[CH:18]=[C:2]([Cl:1])[CH:3]=[CH:4][C:5]1=2 |f:1.2,7.8.9.10.11.12|. Reported procedure: To a suspension of 1.05 g of 7-chloro-10-hydroxyimino-5H,10H-imidazo[1,2-a]indeno[1,2-e]-pyrazin-4-one in 35 ml of ethanol in the presence of 0.12 g of ammonium acetate and 35 ml of 28% aqueous ammonia are progressively added 1.07 g of zinc powder. The reaction mixture is brought to reflux for 5 hours. After cooling to a temperature in the region of 20° C., 45 ml of 6N hydrochloric acid are added dropwise to the reaction medium and stirring is continued for 24 hours at the same temperature. The ... Reactants: Cl (hydrochloric acid), C(C)(C)=C(O)C(O)CO (isopropylideneglycerol), ClC(=O)OC(Cl)(Cl)Cl (trichloromethyl chloroformate), CN(C1=CC=CC=C1)C (N,N-dimethylaniline). Solvent: C1(=CC=CC=C1)C (toluene), C1(=CC=CC=C1)C (toluene). Reaction conditions: time 4 hour. Product: ClC(=O)OCC1OC(OC1)(C)C (2,2-dimethyl-1,3-dioxolan-4-ylmethyl chloroformate). The yield is 178.1%. RXN SMILES: C(=[C:4]([CH:6]([CH2:8][OH:9])[OH:7])[OH:5])(C)C.[Cl:10][C:11]([O:13]C(Cl)(Cl)Cl)=O.CN(C)[C:20]1[CH:25]=CC=C[CH:21]=1.Cl>C1(C)C=CC=CC=1>[Cl:10][C:11]([O:9][CH2:8][CH:6]1[CH2:4][O:5][C:20]([CH3:25])([CH3:21])[O:7]1)=[O:13]. Procedure details: To a mixture comprising 6.6 g (0.05 mol) of isopropylideneglycerol, 5.9 g (0.03 mol) of trichloromethyl chloroformate and 50 ml of toluene was slowly added dropwise 7.3 g (0.06 mol) of N,N-dimethylaniline dissolved in 20 ml of toluene. After stirring at room temperature for 4 hours, the reaction mixture was poured into diluted hydrochloric acid, extracted with ethyl acetate, washed with water, and dried over magnesium sulfate. After distilling off the solvent, 10.4 g of 2,2-dimethyl-1,3-dioxolan... Starting materials: ClN1C=NC=2C=NC=CC21 (chloro-1H-imidazo(4,5-c)pyridine), C(C1=CC=CC=C1)N (benzylamine). Reagents/catalysts: O (water). Run in O (water). The product is C(C1=CC=CC=C1)NC1=NC=CC2=C1N=CN2 (4-benzylamino-1H-imidazo(4,5-c)pyridine). The yield is 31.5%. As a reaction SMILES: Cl[N:2]1[C:10]2[CH:9]=[CH:8][N:7]=[CH:6][C:5]=2[N:4]=[CH:3]1.[CH2:11]([NH2:18])[C:12]1[CH:17]=[CH:16][CH:15]=[CH:14][CH:13]=1>O>[CH2:11]([NH:18][C:6]1[C:5]2[N:4]=[CH:3][NH:2][C:10]=2[CH:9]=[CH:8][N:7]=1)[C:12]1[CH:17]=[CH:16][CH:15]=[CH:14][CH:13]=1. Reported procedure: A mixture of chloro-1H-imidazo(4,5-c)pyridine (2.0 g, 13 mmol), benzylamine (5 ml) and a few drops of water was heated at reflux for 4 days. The reaction mixture was poured onto ice and water and the cold mixture was extracted twice with diethyl ether. The ether was removed in vacuo and the residual oil was triturated twice with hexane. The oil was suspended in water and the aqueous phase was neutralised with glacial acetic acid. The aqueous phase was taken to dryness in vacuo and resuspended in...